From a dataset of the Open Reaction Database (ORD), a public repository of structured organic reaction records. describe an organic reaction: reactants, conditions, products, and yield Reactants: C(C)(CC)C1=C(C(NC(=C1)C)=O)C#N (4-sec-butyl-1,2-dihydro-6-methyl-2-oxopyridine-3-carbonitrile), N (ammonia), crude products. Product: C(C)(CC)C1=C(C(NC(=C1)C)=O)CN (4-sec-butyl-3-(aminomethyl)-6-methylpyridin-2(1H)-one). Reagents/catalysts: [Ni] (Ni). Isolated yield 49.0%. Run at time 18 hour. Procedure: To a suspension of Raney Ni (10 g) in methanol (50 mL) was added 4-sec-butyl-1,2-dihydro-6-methyl-2-oxopyridine-3-carbonitrile (7 g, 36.8 mmol) followed by methanolic ammonia (200 mL) and the resulting reaction mixture was stirred at room temperature under hydrogen pressure (80 psi) for 18 h. The reaction mixture was filtered through Celite pad and washed with methanol (250 mL). The filtrate was concentrated under reduced pressure to afford the crude product (7 g). The reaction was repeated agai... Reaction SMILES: [CH:1]([C:5]1[CH:10]=[C:9]([CH3:11])[NH:8][C:7](=[O:12])[C:6]=1[C:13]#[N:14])([CH2:3][CH3:4])[CH3:2].N>CO.[Ni]>[CH:1]([C:5]1[CH:10]=[C:9]([CH3:11])[NH:8][C:7](=[O:12])[C:6]=1[CH2:13][NH2:14])([CH2:3][CH3:4])[CH3:2]. The solvent is CO (methanol).